From a dataset of the Open Reaction Database (ORD), a public repository of structured organic reaction records. describe an organic reaction: reactants, conditions, products, and yield The reactants are C1CCOC1, COC(=O)C1CCCN1Cc1nc(Nc2ccc(C(C)(C)C)cc2)c2ccc(-c3ncccc3C(F)(F)F)cc2n1, [Li+], [OH-], O. Yields the product CC(C)(C)c1ccc(Nc2nc(CN3CCCC3C(=O)O)nc3cc(-c4ncccc4C(F)(F)F)ccc23)cc1. RXN SMILES: [CH2:44]1[O:45][CH2:46][CH2:47][CH2:48]1.[CH3:1][O:2][C:3](=[O:4])[CH:5]1[N:6]([CH2:10][c:11]2[n:12][c:13]3[cH:14][c:15](-[c:32]4[n:33][cH:34][cH:35][cH:36][c:37]4[C:38]([F:39])([F:40])[F:41])[cH:16][cH:17][c:18]3[c:19]([NH:21][c:22]3[cH:23][cH:24][c:25]([C:28]([CH3:29])([CH3:30])[CH3:31])[cH:26][cH:27]3)[n:20]2)[CH2:7][CH2:8][CH2:9]1.[Li+:43].[OH-:42].[OH2:49]>>[O:2]=[C:3]([OH:4])[CH:5]1[N:6]([CH2:10][c:11]2[n:12][c:13]3[cH:14][c:15](-[c:32]4[n:33][cH:34][cH:35][cH:36][c:37]4[C:38]([F:39])([F:40])[F:41])[cH:16][cH:17][c:18]3[c:19]([NH:21][c:22]3[cH:23][cH:24][c:25]([C:28]([CH3:29])([CH3:30])[CH3:31])[cH:26][cH:27]3)[n:20]2)[CH2:7][CH2:8][CH2:9]1. The reactants are C(C)(C)(C)C1=NN(C(=C1)NC(=O)NCC1=C(C=CC(=C1)F)OC=1C=C2C=NN(C2=CC1)CCO)C1=CC=C(C=C1)C (1-(3-tert-butyl-1-p-tolyl-1H-pyrazol-5-yl)-3-(5-fluoro-2-(1-(2-hydroxyethyl)-1H-indazol-5-yloxy)benzyl)urea), Cl (HCl). The product is Cl.C(C)(C)(C)C1=NN(C(=C1)NC(=O)NCC1=C(C=CC(=C1)F)OC=1C=C2C=NN(C2=CC1)CCO)C1=CC=C(C=C1)C (1-(3-tert-butyl-1-p-tolyl-1H-pyrazol-5-yl)-3-(5-fluoro-2-(1-(2-hydroxyethyl)-1H-indazol-5-yloxy)benzyl)urea hydrochloride). The yield is 89.6%. RXN SMILES: [C:1]([C:5]1[CH:9]=[C:8]([NH:10][C:11]([NH:13][CH2:14][C:15]2[CH:20]=[C:19]([F:21])[CH:18]=[CH:17][C:16]=2[O:22][C:23]2[CH:24]=[C:25]3[C:29](=[CH:30][CH:31]=2)[N:28]([CH2:32][CH2:33][OH:34])[N:27]=[CH:26]3)=[O:12])[N:7]([C:35]2[CH:40]=[CH:39][C:38]([CH3:41])=[CH:37][CH:36]=2)[N:6]=1)([CH3:4])([CH3:3])[CH3:2].[ClH:42]>>[ClH:42].[C:1]([C:5]1[CH:9]=[C:8]([NH:10][C:11]([NH:13][CH2:14][C:15]2[CH:20]=[C:19]([F:21])[CH:18]=[CH:17][C:16]=2[O:22][C:23]2[CH:24]=[C:25]3[C:29](=[CH:30][CH:31]=2)[N:28]([CH2:32][CH2:33][OH:34])[N:27]=[CH:26]3)=[O:12])[N:7]([C:35]2[CH:40]=[CH:39][C:38]([CH3:41])=[CH:37][CH:36]=2)[N:6]=1)([CH3:4])([CH3:3])[CH3:2] |f:2.3|. Procedure details: Amorphous 1-(3-tert-butyl-1-p-tolyl-1H-pyrazol-5-yl)-3-(5-fluoro-2-(1-(2-hydroxyethyl)-1H-indazol-5-yloxy)benzyl)urea (4.00 g, 7.19 mmol, 1.0 equivalent) was added to a round bottom flask that had been flame dried under a nitrogen atmosphere. THF (50 mL) was added and the mixture was stirred at ambient temperature until the material was dissolved. HCl (4 M in dioxane; 6.40 mL; 25.6 mmol, 3.6 equivalents) was added dropwise with rapid stirring. The mixture was stirred overnight at ambient tempera...